This data is from the Open Reaction Database (ORD), a public repository of structured organic reaction records. The task is: describe an organic reaction: reactants, conditions, products, and yield The reactants are BrCCBr, Cc1cc(C)cc(Br)c1, O=C1CCc2ccccc21, CC(=O)O, [Cl-], I, [Mg], [NH4+], C1CCOC1. Yields the product Cc1cc(C)cc(C2=CCc3ccccc32)c1. RXN SMILES: [Br:2][CH2:3][CH2:4][Br:5].[Br:7][c:8]1[cH:9][c:10]([CH3:15])[cH:11][c:12]([CH3:14])[cH:13]1.[C:16]1(=[O:25])[CH2:17][CH2:18][c:19]2[cH:20][cH:21][cH:22][cH:23][c:24]21.[CH3:28][C:29](=[O:30])[OH:31].[Cl-:26].[I:1].[Mg:6].[NH4+:27].[O:32]1[CH2:33][CH2:34][CH2:35][CH2:36]1>>[c:8]1([C:16]2=[CH:17][CH2:18][c:19]3[cH:20][cH:21][cH:22][cH:23][c:24]32)[cH:9][c:10]([CH3:15])[cH:11][c:12]([CH3:14])[cH:13]1. Starting materials: COC(=O)c1cnc(C=CN(C)C)cn1, [O-][I+3]([O-])([O-])[O-], [Na+], C1CCOC1, O. Yields the product COC(=O)c1cnc(C=O)cn1. As a reaction SMILES: [CH3:1][O:2][C:3](=[O:4])[c:5]1[n:6][cH:7][c:8]([CH:11]=[CH:12][N:13]([CH3:14])[CH3:15])[n:9][cH:10]1.[I+3:16]([O-:17])([O-:18])([O-:19])[O-:20].[Na+:21].[O:22]1[CH2:23][CH2:24][CH2:25][CH2:26]1.[OH2:27]>>[CH3:1][O:2][C:3](=[O:4])[c:5]1[n:6][cH:7][c:8]([CH:11]=[O:17])[n:9][cH:10]1. Starting materials: CC(C)CN, O=C(O)Cl, ClCCl, O=[N+]([O-])c1ccc(O)cc1, COc1cc(N)c(Cl)cc1C(=O)N1CCN(Cc2cccc(C(=O)NC(C)(C)C)c2)CC1, O. Product: COc1cc(NC(=O)NCC(C)C)c(Cl)cc1C(=O)N1CCN(Cc2cccc(C(=O)NC(C)(C)C)c2)CC1. As a reaction SMILES: [CH2:47]([CH:48]([CH3:49])[CH3:50])[NH2:51].[Cl:33][C:34](=[O:35])[OH:36].[Cl:52][CH2:53][Cl:54].[N+:37]([c:38]1[cH:39][cH:40][c:41]([OH:42])[cH:43][cH:44]1)([O-:45])=[O:46].[NH2:1][c:2]1[cH:3][c:4]([O:31][CH3:32])[c:5]([C:6](=[O:7])[N:8]2[CH2:9][CH2:10][N:11]([CH2:14][c:15]3[cH:16][c:17]([C:18](=[O:19])[NH:20][C:21]([CH3:22])([CH3:23])[CH3:24])[cH:25][cH:26][cH:27]3)[CH2:12][CH2:13]2)[cH:28][c:29]1[Cl:30].[OH2:55]>>[NH:1]([c:2]1[cH:3][c:4]([O:31][CH3:32])[c:5]([C:6](=[O:7])[N:8]2[CH2:9][CH2:10][N:11]([CH2:14][c:15]3[cH:16][c:17]([C:18](=[O:19])[NH:20][C:21]([CH3:22])([CH3:23])[CH3:24])[cH:25][cH:26][cH:27]3)[CH2:12][CH2:13]2)[cH:28][c:29]1[Cl:30])[C:34](=[O:36])[NH:51][CH2:47][CH:48]([CH3:49])[CH3:50]. Starting materials: O (Water), OCCC1SC2=C(N(C=C1)C(C1=CC=C(C=C1)NC(C1=C(C=CC=C1)C1=CC=CC=C1)=O)=O)C=CC=C2 (2-(2-Hydroxyethyl)-5-(4-(2-phenylbenzoylamino)benzoyl)-1,5-benzothiazepine), Example 3, CC(=O)C.OS(=O)(=O)O.O=[Cr](=O)=O (Jones reagent), S(O)(O)(=O)=O (sulfuric acid), CrO3. The solvent is CC(=O)C (acetone), ice water. Conditions: temperature 0 celsius, time 1 hour. The product is C(=O)(O)CC1S(C2=C(N(C=C1)C(C1=CC=C(C=C1)NC(C1=C(C=CC=C1)C1=CC=CC=C1)=O)=O)C=CC=C2)=O (2-Carboxymethyl-1-oxo-5-(4-(2-phenylbenzoylamino)benzoyl)-1,5-benzothiazepine). Reaction SMILES: CC(C)=[O:3].O[S:6]([OH:9])(=O)=O.O=[Cr](=O)=O.S(=O)(=O)(O)O.[OH:19][CH2:20][CH2:21][CH:22]1[CH:28]=[CH:27][N:26]([C:29](=[O:51])[C:30]2[CH:35]=[CH:34][C:33]([NH:36][C:37](=[O:50])[C:38]3[CH:43]=[CH:42][CH:41]=[CH:40][C:39]=3[C:44]3[CH:49]=[CH:48][CH:47]=[CH:46][CH:45]=3)=[CH:32][CH:31]=2)[C:25]2[CH:52]=[CH:53][CH:54]=[CH:55][C:24]=2S1.O>CC(C)=O>[C:20]([CH2:21][CH:22]1[CH:28]=[CH:27][N:26]([C:29](=[O:51])[C:30]2[CH:35]=[CH:34][C:33]([NH:36][C:37](=[O:50])[C:38]3[CH:43]=[CH:42][CH:41]=[CH:40][C:39]=3[C:44]3[CH:49]=[CH:48][CH:47]=[CH:46][CH:45]=3)=[CH:32][CH:31]=2)[C:25]2[CH:52]=[CH:53][CH:54]=[CH:55][C:24]=2[S:6]1=[O:9])([OH:3])=[O:19] |f:0.1.2|. Procedure: Excess Jones reagent (5.0 ml) prepared by a slow addition of concentrated sulfuric acid (150 ml) to a cold solution (0-5° C.) of CrO3 (180 g, 1.8M) in ice water (1.21) and stirred for one hour at 0° C., was slowly added to a cold mixture of Compound 17 as prepared in Example 3 (4.0 g, 7.8 mM) in acetone (60 ml). The resulting mixture was stirred at room temperature overnight. Water (100 ml) was then slowly added and the volatile solvents removed in vacuo. The aqueous mixture was extracted with e... The reactants are [Mg] (magnesium), [Cl-].[NH4+] (ammonium chloride), CC1=CC=CC(=N1)COC1=CC=C(C=C1)Br (4-[(6-methylpyrid-2-yl)-methoxy]-bromobenzene), CCC(=O)C1=CC=C(C=C1)F (4-fluoropropiophenone). Solvent: O1CCCC1 (tetrahydrofurane), O1CCCC1 (tetrahydrofurane). Yields the product CC1=NC(=CC=C1)COC1=CC=C(C=C1)C(CC)(O)C1=CC=C(C=C1)F (2-Methyl-6-{4-[1-(4-fluorophenyl)-1-hydroxypropyl]-phenoxymethyl}-pyridine). Reaction SMILES: [Mg].[CH3:2][C:3]1[N:8]=[C:7]([CH2:9][O:10][C:11]2[CH:16]=[CH:15][C:14](Br)=[CH:13][CH:12]=2)[CH:6]=[CH:5][CH:4]=1.[CH3:18][CH2:19][C:20]([C:22]1[CH:27]=[CH:26][C:25]([F:28])=[CH:24][CH:23]=1)=[O:21].[Cl-].[NH4+]>O1CCCC1>[CH3:2][C:3]1[CH:4]=[CH:5][CH:6]=[C:7]([CH2:9][O:10][C:11]2[CH:16]=[CH:15][C:14]([C:20]([C:22]3[CH:23]=[CH:24][C:25]([F:28])=[CH:26][CH:27]=3)([OH:21])[CH2:19][CH3:18])=[CH:13][CH:12]=2)[N:8]=1 |f:3.4|. Reported procedure: To a Gringard reactant prepared from 2.2 g. of magnesium turnings and 25 g. of 4-[(6-methylpyrid-2-yl)-methoxy]-bromobenzene in 120 ml. of dry tetrahydrofurane a solution of 9.1 g. of 4-fluoropropiophenone in 45 ml. of tetrahydrofurane is added dropwise at 0° C. The reaction mixture is stirred at room temperature for two additional hours, and is then decomposed with a saturated aqueous ammonium chloride solution, under cooling. The aqueous phase is extracted with tetrahydrofurane. The tetrahydro... Starting materials: BrC1=C(C(=CC(=C1)Cl)[N+](=O)[O-])O (2-bromo-4-chloro-6-nitro-phenol), [H][H] (hydrogen). The reagents and catalysts are [Ni] (Raney-nickel). The solvent is C(C)(=O)OCC (ethyl acetate). Product: NC1=CC(=CC(=C1O)Br)Cl (6-amino-2-bromo-4-chloro-phenol). Isolated yield 99.0%. As a reaction SMILES: [Br:1][C:2]1[CH:7]=[C:6]([Cl:8])[CH:5]=[C:4]([N+:9]([O-])=O)[C:3]=1[OH:12].[H][H]>C(OCC)(=O)C.[Ni]>[NH2:9][C:4]1[C:3]([OH:12])=[C:2]([Br:1])[CH:7]=[C:6]([Cl:8])[CH:5]=1. Procedure details: A solution of 2-bromo-4-chloro-6-nitro-phenol (16.27 g, 64.4 mmol) in ethyl acetate (160 ml) was hydrogenated, at room temperature, with Raney-nickel (6 g). After hydrogen uptake (approx. 4.8 l) was complete, the nickel was removed by filtration and the filtrate evaporated in-vacuo to give 14.19 g (99.0%) of the title compound which was suitable for the next step. Starting materials: solid, Cl.O1COC2=C1C=CC=C2C2CCN(CC2)CC[C@@H]2CC[C@H](CC2)N (Trans-4-[2-(4-Benzo[1,3]dioxol-4-yl-piperidin-1-yl)-ethyl]-cyclohexylamine hydrochloride), Cl.O1COC2=C1C=CC=C2C2CCN(CC2)CC[C@@H]2CC[C@H](CC2)N (Trans-4-[2-(4-Benzo[1,3]dioxol-4-yl-piperidin-1-yl)-ethyl]-cyclohexylamine hydrochloride), CS(=O)(=O)CC(=O)O (2-(methylsulfonyl)acetic acid). Product: O1COC2=C1C=CC=C2C2CCN(CC2)CC[C@@H]2CC[C@H](CC2)NC(CS(=O)(=O)C)=O (Trans-N-{4-[2-(4-Benzo[1,3]dioxol-4-yl-piperidin-1-yl)-ethyl]cyclohexyl}-2-methanesulfonyl-acetamide). As a reaction SMILES: Cl.[O:2]1[C:6]2[CH:7]=[CH:8][CH:9]=[C:10]([CH:11]3[CH2:16][CH2:15][N:14]([CH2:17][CH2:18][C@H:19]4[CH2:24][CH2:23][C@H:22]([NH2:25])[CH2:21][CH2:20]4)[CH2:13][CH2:12]3)[C:5]=2[O:4][CH2:3]1.[CH3:26][S:27]([CH2:30][C:31](O)=[O:32])(=[O:29])=[O:28]>>[O:2]1[C:6]2[CH:7]=[CH:8][CH:9]=[C:10]([CH:11]3[CH2:16][CH2:15][N:14]([CH2:17][CH2:18][C@H:19]4[CH2:20][CH2:21][C@H:22]([NH:25][C:31](=[O:32])[CH2:30][S:27]([CH3:26])(=[O:29])=[O:28])[CH2:23][CH2:24]4)[CH2:13][CH2:12]3)[C:5]=2[O:4][CH2:3]1 |f:0.1|. Reported procedure: The title compound, white solid (25.3 mg, 68.7%), MS (ISP) m/z=451.1 [(M+H)+], was prepared in accordance with the general method of example 1 from Trans-4-[2-(4-Benzo[1,3]dioxol-4-yl-piperidin-1-yl)-ethyl]-cyclohexylamine hydrochloride (intermediate A) (30 mg, 0.0818 mmol) and 2-(methylsulfonyl)acetic acid. Reactants: ClCCl, O=C(OO)c1cccc(Cl)c1, C=Cc1ccc(-c2noc(-c3noc(-c4ccccc4)c3CCC)n2)cc1. Product: CCCc1c(-c2nc(-c3ccc(C4CO4)cc3)no2)noc1-c1ccccc1. Reaction SMILES: [Cl:39][CH2:40][Cl:41].[OH:28][O:29][C:30]([c:31]1[cH:32][c:33]([Cl:34])[cH:35][cH:36][cH:37]1)=[O:38].[c:1]1(-[c:7]2[c:8]([CH2:25][CH2:26][CH3:27])[c:9](-[c:12]3[n:13][c:14](-[c:17]4[cH:18][cH:19][c:20]([CH:23]=[CH2:24])[cH:21][cH:22]4)[n:15][o:16]3)[n:10][o:11]2)[cH:2][cH:3][cH:4][cH:5][cH:6]1>>[c:1]1(-[c:7]2[c:8]([CH2:25][CH2:26][CH3:27])[c:9](-[c:12]3[n:13][c:14](-[c:17]4[cH:18][cH:19][c:20]([CH:23]5[CH2:24][O:28]5)[cH:21][cH:22]4)[n:15][o:16]3)[n:10][o:11]2)[cH:2][cH:3][cH:4][cH:5][cH:6]1.